From a dataset of the Open Reaction Database (ORD), a public repository of structured organic reaction records. describe an organic reaction: reactants, conditions, products, and yield The reactants are N#C[Cu], COC(=O)N(Cc1cc(C(F)(F)F)cc(C(F)(F)F)c1)Cc1cc(I)ccc1-c1cc(C(C)C)ccc1OC, CN(C)C=O, O. The product is COC(=O)N(Cc1cc(C(F)(F)F)cc(C(F)(F)F)c1)Cc1cc(C#N)ccc1-c1cc(C(C)C)ccc1OC. RXN SMILES: [Cu:40][C:41]#[N:42].[F:1][C:2]([c:3]1[cH:4][c:5]([CH2:6][N:7]([C:8]([O:9][CH3:10])=[O:11])[CH2:12][c:13]2[c:14](-[c:20]3[c:21]([O:29][CH3:30])[cH:22][cH:23][c:24]([CH:26]([CH3:27])[CH3:28])[cH:25]3)[cH:15][cH:16][c:17]([I:19])[cH:18]2)[cH:31][c:32]([C:34]([F:35])([F:36])[F:37])[cH:33]1)([F:38])[F:39].[O:44]=[CH:45][N:46]([CH3:47])[CH3:48].[OH2:43]>>[F:1][C:2]([c:3]1[cH:4][c:5]([CH2:6][N:7]([C:8]([O:9][CH3:10])=[O:11])[CH2:12][c:13]2[c:14](-[c:20]3[c:21]([O:29][CH3:30])[cH:22][cH:23][c:24]([CH:26]([CH3:27])[CH3:28])[cH:25]3)[cH:15][cH:16][c:17]([C:41]#[N:42])[cH:18]2)[cH:31][c:32]([C:34]([F:35])([F:36])[F:37])[cH:33]1)([F:38])[F:39]. The reactants are CN(C)C=O, O=C(Cl)C(=O)Cl, ClCCl, O=C(O)c1c(F)c(F)c(F)c(F)c1[N+](=O)[O-]. Yields the product O=C(Cl)c1c(F)c(F)c(F)c(F)c1[N+](=O)[O-]. Reaction SMILES: [CH3:26][N:27]([CH3:28])[CH:29]=[O:30].[Cl:17][C:18]([C:19]([Cl:20])=[O:21])=[O:22].[Cl:23][CH2:24][Cl:25].[N+:1](=[O:2])([O-:3])[c:4]1[c:5]([C:6](=[O:7])[OH:8])[c:9]([F:16])[c:10]([F:15])[c:11]([F:14])[c:12]1[F:13]>>[N+:1](=[O:2])([O-:3])[c:4]1[c:5]([C:6](=[O:7])[Cl:17])[c:9]([F:16])[c:10]([F:15])[c:11]([F:14])[c:12]1[F:13]. The reactants are COC(=O)CC(OC)OC, Cl, Cl, Cl, NC1CCC(CCN2CCN(c3nccc4c3CCO4)CC2)CC1. The product is COC(CC(=O)NC1CCC(CCN2CCN(c3nccc4c3CCO4)CC2)CC1)OC. RXN SMILES: [CH3:28][O:29][CH:30]([CH2:31][C:32](=[O:33])[O:34][CH3:35])[O:36][CH3:37].[ClH:1].[ClH:2].[ClH:3].[O:4]1[CH2:5][CH2:6][c:7]2[c:8]([N:13]3[CH2:14][CH2:15][N:16]([CH2:19][CH2:20][CH:21]4[CH2:22][CH2:23][CH:24]([NH2:27])[CH2:25][CH2:26]4)[CH2:17][CH2:18]3)[n:9][cH:10][cH:11][c:12]21>>[O:4]1[CH2:5][CH2:6][c:7]2[c:8]([N:13]3[CH2:14][CH2:15][N:16]([CH2:19][CH2:20][CH:21]4[CH2:22][CH2:23][CH:24]([NH:27][C:32]([CH2:31][CH:30]([O:29][CH3:28])[O:36][CH3:37])=[O:33])[CH2:25][CH2:26]4)[CH2:17][CH2:18]3)[n:9][cH:10][cH:11][c:12]21. Starting materials: Nc1ncc(Br)c(Oc2c(F)cccc2F)c1Cl, O=C(N=C=S)c1ccccc1, ClCCl. Product: O=C(NC(=S)Nc1ncc(Br)c(Oc2c(F)cccc2F)c1Cl)c1ccccc1. Reaction SMILES: [Br:12][c:13]1[c:14]([O:21][c:22]2[c:23]([F:29])[cH:24][cH:25][cH:26][c:27]2[F:28])[c:15]([Cl:20])[c:16]([NH2:19])[n:17][cH:18]1.[C:1]([c:2]1[cH:3][cH:4][cH:5][cH:6][cH:7]1)(=[O:8])[N:9]=[C:10]=[S:11].[Cl:30][CH2:31][Cl:32]>>[C:1]([c:2]1[cH:3][cH:4][cH:5][cH:6][cH:7]1)(=[O:8])[NH:9][C:10](=[S:11])[NH:19][c:16]1[c:15]([Cl:20])[c:14]([O:21][c:22]2[c:23]([F:29])[cH:24][cH:25][cH:26][c:27]2[F:28])[c:13]([Br:12])[cH:18][n:17]1. Starting materials: C1COCCN1, Cc1cc(Cl)cc(Cl)n1, ClCCl. Yields the product Cc1cc(Cl)cc(N2CCOCC2)n1. Reaction SMILES: [CH2:10]1[CH2:11][O:12][CH2:13][CH2:14][NH:15]1.[CH3:1][c:2]1[n:3][c:4]([Cl:9])[cH:5][c:6]([Cl:8])[cH:7]1.[Cl:16][CH2:17][Cl:18]>>[CH3:1][c:2]1[n:3][c:4]([N:15]2[CH2:10][CH2:11][O:12][CH2:13][CH2:14]2)[cH:5][c:6]([Cl:8])[cH:7]1. The reactants are O=C1C(CSC1)C(=O)OC (methyl 4-oxo-2,3,4,5-tetrahydrothiophene-3-carboxylate), Cl (hydrogen chloride), CC(C(C)C=1C=C(C=C(O)C1)O)CCCCC (5-(3-methyl-2-octyl)resorcinol). Run in C(C)O (ethanol). RXN SMILES: O=[C:2]1[CH2:6][S:5][CH2:4][CH:3]1[C:7]([O:9][CH3:10])=[O:8].[CH3:11][CH:12]([CH2:23][CH2:24][CH2:25][CH2:26][CH3:27])[CH:13]([C:15]1[CH:16]=C(O)[CH:18]=[C:19]([CH:21]=1)[OH:20])[CH3:14].Cl>C(O)C>[OH:20][C:19]1[C:18]2[C:2]3[CH2:6][S:5][CH2:4][C:3]=3[C:7](=[O:8])[O:9][C:10]=2[CH:16]=[C:15]([CH:13]([CH:12]([CH3:11])[CH2:23][CH2:24][CH2:25][CH2:26][CH3:27])[CH3:14])[CH:21]=1. Yields the product OC1=CC(=CC2=C1C1=C(C(O2)=O)CSC1)C(C)C(CCCCC)C (1,3-Dihydro-9-hydroxy-7-(3-methyl-2-octyl)-4-oxo-4H-thieno[3,4-c][1]benzopyran). Procedure: A solution of 20 g. (0.125 mole) of the methyl 4-oxo-2,3,4,5-tetrahydrothiophene-3-carboxylate prepared in A and 32 g. (0.135 mole) of 5-(3-methyl-2-octyl)resorcinol in 200 ml. of absolute ethanol was cooled in an ice-salt bath and saturated with anhydrous hydrogen chloride. The reaction mixture was allowed to stand at room temperature for 72 hours and the solid which formed was removed by filtration. Recrystallization from ethanol gave 16 g. (37%) m.p. 165°-166°C. The structure was confirmed by... Run at time 72 hour. Starting materials: CC1=C(C(=CC(=C1)B1OC(C(O1)(C)C)(C)C)N)N.CC1=CC(=CC2=C1NC(=N2)N)B2OC(C(O2)(C)C)(C)C (7-Methyl-5-(4,4,5,5-tetramethyl-1,3,2-dioxaborolan-2-yl)-1H-benzo[d]imidazol-2-amine 3-Methyl-5-(4,4,5,5-tetramethyl-1,3,2-dioxaborolan-2-yl)benzene-1,2-diamine), N#CBr (cyanic bromide). Solvent: CO (methanol). Conditions: time 1.5 hour. The product is CC1=CC(=CC2=C1NC(=N2)N)B2OC(C(O2)(C)C)(C)C (7-Methyl-5-(4,4,5,5-tetramethyl-1,3,2-dioxaborolan-2-yl)-1H-benzo[d]imidazol-2-amine). The yield is 101.2%. Reaction SMILES: CC1C=C(B2OC(C)(C)C(C)(C)O2)C=C(N)C=1N.[CH3:19][C:20]1[C:25]2[NH:26][C:27]([NH2:29])=[N:28][C:24]=2[CH:23]=[C:22]([B:30]2[O:34][C:33]([CH3:36])([CH3:35])[C:32]([CH3:38])([CH3:37])[O:31]2)[CH:21]=1.N#CBr>CO>[CH3:19][C:20]1[C:25]2[NH:26][C:27]([NH2:29])=[N:28][C:24]=2[CH:23]=[C:22]([B:30]2[O:31][C:32]([CH3:38])([CH3:37])[C:33]([CH3:36])([CH3:35])[O:34]2)[CH:21]=1 |f:0.1|. Procedure: 7-Methyl-5-(4,4,5,5-tetramethyl-1,3,2-dioxaborolan-2-yl)-1H-benzo[d]imidazol-2-amine 3-Methyl-5-(4,4,5,5-tetramethyl-1,3,2-dioxaborolan-2-yl)benzene-1,2-diamine (See Example 1.G) (500 mg, 2.015 mmol) and cyanic bromide (0.484 mL, 2.418 mmol) were added to a round bottom flask at room temperature, suspended in methanol (10.0 mL) and allowed to stir for 1.5 h. Volatiles were removed under reduced pressure followed by the addition of saturated sodium bicarbonate. The precipitate was collected via f... The reactants are ClC=1C(=C(C(=C(C1)C(C)=O)OC)C=1C=NN(C1)C(C)OCC)C (1-{5-Chloro-3-[1-(1-ethoxyethyl)-1H-pyrazol-4-yl]-2-methoxy-4-methylphenyl}ethanone), Cl (hydrogen chloride), O (water). Run in O1CCCC1 (tetrahydrofuran). Product: ClC=1C(=C(C(=C(C1)C(C)=O)OC)C=1C=NNC1)C (1-[5-Chloro-2-methoxy-4-methyl-3-(1H-pyrazol-4-yl)phenyl]ethanone). Isolated yield 75.6%. As a reaction SMILES: [Cl:1][C:2]1[C:3]([CH3:23])=[C:4]([C:13]2[CH:14]=[N:15][N:16](C(OCC)C)[CH:17]=2)[C:5]([O:11][CH3:12])=[C:6]([C:8](=[O:10])[CH3:9])[CH:7]=1.Cl.O>O1CCCC1>[Cl:1][C:2]1[C:3]([CH3:23])=[C:4]([C:13]2[CH:17]=[N:16][NH:15][CH:14]=2)[C:5]([O:11][CH3:12])=[C:6]([C:8](=[O:10])[CH3:9])[CH:7]=1. Procedure: 1-{5-Chloro-3-[1-(1-ethoxyethyl)-1H-pyrazol-4-yl]-2-methoxy-4-methylphenyl}ethanone (0.22 g, 0.65 mmol) was treated with 1.0 M hydrogen chloride in water (3.9 mL, 3.9 mmol) in tetrahydrofuran (4 mL) overnight. The mixture was quenched with saturated sodium bicarbonate and extracted with ethyl acetate. The organic layers were dried over MgSO4, filtered, concentrated and purified on silica gel (eluting with 0-60% of ethyl acetate in hexane) to afford the desired product (0.13 g, 75%). LCMS calcula... Reactants: CC1=NCCC2=CC(=CC=C12)NC(OC)=O (methyl (1-methyl-3,4-dihydro-isoquinolin-6-yl)-carbamate), CI (methyl iodide), [BH4-].[Na+] (sodium borohydride). Solvent: CCOC(=O)C (EtOAc). Conditions: time 72 hour. Yields the product CC1N(CCC2=CC(=CC=C12)NC(OC)=O)C (methyl (1,2-dimethyl-1,2,3,4-tetrahydro-isoquinoline-6-yl)-carbamate). RXN SMILES: [CH3:1][C:2]1[C:11]2[C:6](=[CH:7][C:8]([NH:12][C:13](=[O:16])[O:14][CH3:15])=[CH:9][CH:10]=2)[CH2:5][CH2:4][N:3]=1.[CH3:17]I.[BH4-].[Na+]>CCOC(C)=O>[CH3:1][CH:2]1[C:11]2[C:6](=[CH:7][C:8]([NH:12][C:13](=[O:16])[O:14][CH3:15])=[CH:9][CH:10]=2)[CH2:5][CH2:4][N:3]1[CH3:17] |f:2.3|. Reported procedure: A mixture of 1.00 g (4.5 mmol) methyl (1-methyl-3,4-dihydro-isoquinolin-6-yl)-carbamate, 2.3 ml (37 mmol) methyl iodide and 25 ml EtOAc is stirred for 72 h. The crystals precipitated are filtered off, taken up in 10 ml of methanol and 140 mg (3.6 mmol) sodium borohydride are added batchwise. After 2 h the mixture is concentrated and purified by chromatography (silica gel; dichloromethane/methanol 90:10). The reactants are FC1=CC(=C(C(=C1)C)O)C1=COC=C1 (4-fluoro-2-(furan-3-yl)-6-methylphenol), FC1=CC(=C(C(=C1)C)O)C1=COC=C1 (4-fluoro-2-(furan-3-yl)-6-methylphenol). The reagents and catalysts are [C].[Pd] (Palladium carbon). The solvent is CO (methanol). Run at time 24 hour. Yields the product FC1=CC(=C(C(=C1)C1COCC1)O)C (4-fluoro-2-methyl-6-(tetrahydrofuran-3-yl)phenol). Yield: 76.5%. RXN SMILES: [F:1][C:2]1[CH:7]=[C:6]([CH3:8])[C:5]([OH:9])=[C:4]([C:10]2[CH:14]=[CH:13][O:12][CH:11]=2)[CH:3]=1>CO.[C].[Pd]>[F:1][C:2]1[CH:3]=[C:4]([CH:10]2[CH2:14][CH2:13][O:12][CH2:11]2)[C:5]([OH:9])=[C:6]([CH3:8])[CH:7]=1 |f:2.3|. Procedure: 4-fluoro-2-(furan-3-yl)-6-methylphenol (Compound 6-11) (471 mg, 2.45 mmol) were dissolved in methanol. Palladium carbon (64.3 mg, 5 wt %) was added thereto, followed by stirring under hydrogen balloon for 24 hours. After the completion of the reaction, the reaction mixture was filtered through Celite. The filtrate was concentrated under reduced pressure. The concentrate was purified by column chromatography (silica gel; hexane/ethyl acetate, 9/1) to obtain 4-fluoro-2-methyl-6-(tetrahydrofuran-3-...